Dataset: the Open Reaction Database (ORD), a public repository of structured organic reaction records. Task: describe an organic reaction: reactants, conditions, products, and yield Reactants: N (NH3), BrC=1C=C2CCC(C2=CC1)=O (5-bromo-1-indanone), C1(=CC=C(C=C1)S(=O)(=O)O)C (p-toluenesulfonic acid), C(CO)O (ethylene glycol). Run in C1=CC=CC=C1 (benzene). The product is BrC=1C=C2CCC3(C2=CC1)OCCO3 (5′-bromo-2′,3′-dihydrospiro[1,3-dioxolane-2,1′-indene]). RXN SMILES: [Br:1][C:2]1[CH:3]=[C:4]2[C:8](=[CH:9][CH:10]=1)[C:7](=[O:11])[CH2:6][CH2:5]2.C1(C)C=CC(S(O)(=O)=O)=CC=1.[CH2:23](O)[CH2:24][OH:25].N>C1C=CC=CC=1>[Br:1][C:2]1[CH:3]=[C:4]2[C:8](=[CH:9][CH:10]=1)[C:7]1([O:25][CH2:24][CH2:23][O:11]1)[CH2:6][CH2:5]2. Procedure details: A mixture of 5-bromo-1-indanone (13.0 g, 61.8 mmol), p-toluenesulfonic acid (23 mg, 0.12 mmol) and ethylene glycol (27.6 mL, 494.6 mmol) in benzene (140 mL) was refluxed for about 24 hours, using a Dean-Stark trap to remove water. The mixture was cooled, poured into excess 5% aqueous sodium bicarbonate and was extracted with toluene. The combined organic extracts were washed with brine, dried with MgSO4, filtered, and evaporated in vacuum. The residue was purified by flash column chromatography ... The reactants are C(=O)(OC(C)(C)C)N[C@@H](CC1=CC=CC=C1)C(=O)O (BOC-L phenylalanine), crude product, N1CCCC1 (pyrrolidine), ester. Product: C(=O)(OC(C)(C)C)N[C@@H](CC1=CC=CC=C1)C(=O)N1CCCC1 (BOC-L-phenylalanyl-pyrrolidine). RXN SMILES: [C:1]([NH:8][C@H:9]([C:17]([OH:19])=O)[CH2:10][C:11]1[CH:16]=[CH:15][CH:14]=[CH:13][CH:12]=1)([O:3][C:4]([CH3:7])([CH3:6])[CH3:5])=[O:2].[NH:20]1[CH2:24][CH2:23][CH2:22][CH2:21]1>>[C:1]([NH:8][C@H:9]([C:17]([N:20]1[CH2:24][CH2:23][CH2:22][CH2:21]1)=[O:19])[CH2:10][C:11]1[CH:12]=[CH:13][CH:14]=[CH:15][CH:16]=1)([O:3][C:4]([CH3:5])([CH3:6])[CH3:7])=[O:2]. Procedure details: 2.65 g (10 mmol) BOC-L phenylalanine was coupled to 1.48 ml (17.8 mmol) pyrrolidine according to procedure B. Yield of active ester 3.22 g (8.9 mmol, 89%). Yield of crude product 3.33 g. The product was purified with a silica column using 1–2% methanol in dichloromethane as eluent. Yield 1.76 g (5.5 mmol, 55%). RXN SMILES: [C:34]([CH:35]([CH:36]([C:37]([O-:38])=[O:39])[OH:40])[OH:41])([O-:42])=[O:43].[CH3:1][Al:2]([CH3:3])[CH3:4].[CH3:9][O:10][C:11]([c:12]1[cH:13][n:14][c:15]([NH:18][CH2:19][c:20]2[c:21](-[c:26]3[cH:27][cH:28][c:29]([F:32])[cH:30][cH:31]3)[n:22][o:23][c:24]2[CH3:25])[cH:16][cH:17]1)=[O:33].[CH:5]1([NH2:8])[CH2:6][CH2:7]1.[K+:44].[Na+:45].[O:46]1[CH2:47][CH2:48][O:49][CH2:50][CH2:51]1>>[CH:5]1([NH:8][C:11](=[O:10])[c:12]2[cH:13][n:14][c:15]([NH:18][CH2:19][c:20]3[c:21](-[c:26]4[cH:27][cH:28][c:29]([F:32])[cH:30][cH:31]4)[n:22][o:23][c:24]3[CH3:25])[cH:16][cH:17]2)[CH2:6][CH2:7]1. Starting materials: O=C([O-])C(O)C(O)C(=O)[O-], C[Al](C)C, COC(=O)c1ccc(NCc2c(-c3ccc(F)cc3)noc2C)nc1, NC1CC1, [K+], [Na+], C1COCCO1. Product: Cc1onc(-c2ccc(F)cc2)c1CNc1ccc(C(=O)NC2CC2)cn1. Reactants: [N+](=O)([O-])C1=NNC=C1 (3-nitro-1H-pyrazole), C(C)(=O)[O-].[Na+] (sodium acetate), C(C)(=O)O (acetic acid), BrBr (Bromine), BrBr (bromine), ice. Run in O (water). Conditions: time 15 minute. Product: BrC=1C(=NNC1)[N+](=O)[O-] (4-bromo-3-nitro-1H-pyrazole). Isolated yield 70.9%. Reaction SMILES: [N+:1]([C:4]1[CH:8]=[CH:7][NH:6][N:5]=1)([O-:3])=[O:2].C([O-])(=O)C.[Na+].C(O)(=O)C.[Br:18]Br>O>[Br:18][C:8]1[C:4]([N+:1]([O-:3])=[O:2])=[N:5][NH:6][CH:7]=1 |f:1.2|. Procedure: A 1 L 3-neck flask equipped with a stir bar was charged with 3-nitro-1H-pyrazole (41.3 g, 365 mmol), sodium acetate (36.0 g, 438 mmol), and acetic acid (260 mL). The flask was fitted with a septum, addition funnel, and a temperature probe. Bromine (23 mL, 450 mmol) was added over 30 minutes via addition funnel to the reaction mixture; the temperature increased to 40° C. over the course of bromine addition. The heterogeneous reaction mixture became homogeneous as the reaction progressed, with the... Reactants: BrC1=CC(=C(C=C1)S(=O)(=O)NC1=C(C=CC(=C1)N1C[C@H](N[C@H](C1)C)C)OC)Cl (4-bromo-2-chloro-N-[5-(cis-3,5-dimethyl-1-piperazinyl)-2-(methyloxy)phenyl]benzenesulfonamide), CC1=CC=C(O1)B(O)O ((5-methyl-2-furanyl)boronic acid), CC(C)([O-])C.[K+] (potassium tert-butoxide). Reagents/catalysts: C=1C=CC(=CC1)[P](C=2C=CC=CC2)(C=3C=CC=CC3)[Pd]([P](C=4C=CC=CC4)(C=5C=CC=CC5)C=6C=CC=CC6)([P](C=7C=CC=CC7)(C=8C=CC=CC8)C=9C=CC=CC9)[P](C=1C=CC=CC1)(C=1C=CC=CC1)C=1C=CC=CC1 (tetrakis(triphenylphosphine)palladium(0)). The solvent is COCCOC (DME), O (water). Reaction conditions: temperature 100 celsius. The product is ClC1=C(C=CC(=C1)C=1OC(=CC1)C)S(=O)(=O)NC1=C(C=CC(=C1)N1C[C@H](N[C@H](C1)C)C)OC (2-Chloro-N-[5-(cis-3,5-dimethyl-1-piperazinyl)-2-(methyloxy)phenyl]-4-(5-methyl-2-furanyl)benzenesulfonamide). RXN SMILES: Br[C:2]1[CH:7]=[CH:6][C:5]([S:8]([NH:11][C:12]2[CH:17]=[C:16]([N:18]3[CH2:23][C@H:22]([CH3:24])[NH:21][C@H:20]([CH3:25])[CH2:19]3)[CH:15]=[CH:14][C:13]=2[O:26][CH3:27])(=[O:10])=[O:9])=[C:4]([Cl:28])[CH:3]=1.[CH3:29][C:30]1[O:34][C:33](B(O)O)=[CH:32][CH:31]=1.CC(C)([O-])C.[K+]>COCCOC.O.C1C=CC([P]([Pd]([P](C2C=CC=CC=2)(C2C=CC=CC=2)C2C=CC=CC=2)([P](C2C=CC=CC=2)(C2C=CC=CC=2)C2C=CC=CC=2)[P](C2C=CC=CC=2)(C2C=CC=CC=2)C2C=CC=CC=2)(C2C=CC=CC=2)C2C=CC=CC=2)=CC=1>[Cl:28][C:4]1[CH:3]=[C:2]([C:33]2[O:34][C:30]([CH3:29])=[CH:31][CH:32]=2)[CH:7]=[CH:6][C:5]=1[S:8]([NH:11][C:12]1[CH:17]=[C:16]([N:18]2[CH2:23][C@H:22]([CH3:24])[NH:21][C@H:20]([CH3:25])[CH2:19]2)[CH:15]=[CH:14][C:13]=1[O:26][CH3:27])(=[O:10])=[O:9] |f:2.3,^1:54,56,75,94|. Reported procedure: To a mixture of 4-bromo-2-chloro-N-[5-(cis-3,5-dimethyl-1-piperazinyl)-2-(methyloxy)phenyl]benzenesulfonamide (E104) (220 mg, 0.45 mmol), (5-methyl-2-furanyl)boronic acid (113 mg, 0.90 mmol) and tetrakis(triphenylphosphine)palladium(0) (58 mg, 0.05 mmol) in DME (3 ml) was added potassium tert-butoxide (454 mg, 4.10 mmol) in water (1 ml), and the reaction heated in the microwave (set at high absorbance) at 100° C. for 30 minutes. The reaction was poured on to the SCX column eluting first with met... The reactants are OC[C@H](C)N(C(OCC1=CC=CC=C1)=O)CC1=CC=C(C=C1)OC ((S)-benzyl (1-hydroxypropan-2-yl)(4-methoxybenzyl)carbamate), C(=O)(O)[O-].[Na+] (NaHCO3), [O-]S(=O)(=S)[O-].[Na+].[Na+] (Na2S2O3), [O-]Cl.[Na+] (NaClO). Reagents/catalysts: [K+].[Br-] (KBr), CC1(CCCC(N1[O])(C)C)C (TEMPO). Solvent: C(Cl)Cl (CH2Cl2). Conditions: temperature 2.5 celsius, time 1 hour. Yields the product COC1=CC=C(CN(C(OCC2=CC=CC=C2)=O)[C@H](C=O)C)C=C1 ((S)-benzyl 4-methoxybenzyl(1-oxopropan-2-yl)carbamate). Yield: 96.4%. Reaction SMILES: [OH:1][CH2:2][C@@H:3]([N:5]([CH2:16][C:17]1[CH:22]=[CH:21][C:20]([O:23][CH3:24])=[CH:19][CH:18]=1)[C:6](=[O:15])[O:7][CH2:8][C:9]1[CH:14]=[CH:13][CH:12]=[CH:11][CH:10]=1)[CH3:4].C([O-])(O)=O.[Na+].[O-]Cl.[Na+].[O-]S([O-])(=S)=O.[Na+].[Na+]>C(Cl)Cl.[K+].[Br-].CC1(C)N([O])C(C)(C)CCC1>[CH3:24][O:23][C:20]1[CH:19]=[CH:18][C:17]([CH2:16][N:5]([C@@H:3]([CH3:4])[CH:2]=[O:1])[C:6](=[O:15])[O:7][CH2:8][C:9]2[CH:14]=[CH:13][CH:12]=[CH:11][CH:10]=2)=[CH:22][CH:21]=1 |f:1.2,3.4,5.6.7,9.10,^1:48|. Procedure details: To a solution of (S)-benzyl (1-hydroxypropan-2-yl)(4-methoxybenzyl)carbamate (11.8 g, 35.5 mmol) in CH2Cl2 was added NaHCO3 (3.28 g, 39 mmol), KBr (0.25 g, 2.1 mmol) and TEMPO 0.168 g, 1.07 mmol). The reaction mixture was cooled to 0-5° C. and the 5% aqueous NaClO solution (85 mL, 71 mmol) was added within 30 min. After stirring for 1 h at 0-5° C. the reaction mixture was added to Na2S2O3 solution and the product was extracted with EtOAc. Combined extracts were washed with aqueous NaH2PO4 soluti...